From a dataset of the Open Reaction Database (ORD), a public repository of structured organic reaction records. describe an organic reaction: reactants, conditions, products, and yield Reactants: OC1=CC=C(C=C1)C=1SC=CN1 (2-(4-hydroxyphenyl)-thiazole), C(Cl)C1CO1 (epichlorohydrin), C([O-])([O-])=O.[K+].[K+] (potassium carbonate). Product: O1C(COC2=CC=C(C=C2)C=2SC=CN2)C1 (2-[4-(2,3-epoxypropoxy)-phenyl]-thiazole). Procedure details: 0.5 g of 2-(4-hydroxyphenyl)-thiazole is added in one portion to a mixture, heated under reflux, of 5 ml of epichlorohydrin and 0.79 g of potassium carbonate and the reaction mixture is then heated under reflux for a further 20 minutes. After cooling, the mixture is filtered, the filtrate is concentrated by evaporation in a rotary evaporator and the residue is dissolved in 6 ml of dichloromethane; 100 mg of tetrabutylammonium hydrogen sulphate and 6 ml of 2N sodium hydroxide solution are added t... Conditions: time 3 hour. As a reaction SMILES: [OH:1][C:2]1[CH:7]=[CH:6][C:5]([C:8]2[S:9][CH:10]=[CH:11][N:12]=2)=[CH:4][CH:3]=1.[CH2:13]([CH:15]1[O:17][CH2:16]1)Cl.C(=O)([O-])[O-].[K+].[K+]>>[O:17]1[CH2:16][CH:15]1[CH2:13][O:1][C:2]1[CH:3]=[CH:4][C:5]([C:8]2[S:9][CH:10]=[CH:11][N:12]=2)=[CH:6][CH:7]=1 |f:2.3.4|. Procedure: To a solution of 10.0 g of 1-(4-fluorophenyl)-4-{4-[(4-fluorophenyl)thio]-1,2,3,6-tetrahydro-1-pyridinyl}butanone hydrochloride in 75 ml of glacial acetic acid at room temperature is added dropwise a solution of 2.77 g of 30% hydrogen peroxide in 25 ml of acetic acid over 20 minutes. The solution is allowed to stand at room temperature for 48 hours after which the solvent is removed in vacuo. The residue is neutralized with aqueous sodium bicarbonate, and the product is extracted into methylene ... Isolated yield 66.2%. Yields the product OC(C(=O)O)C(C(=O)O)O.FC1=CC=C(C=C1)CC(CCN1CCC(=CC1)S(=O)C1=CC=C(C=C1)F)=O (1-(4-Fluorophenyl)-4-{4-[(4-fluorophenyl)sulfinyl]-1,2,3,6-tetrahydro-1-pyridinyl}butanone 2,3-Dihydroxybutanedioate). The reactants are C(C(O)C(O)C(=O)O)(=O)O (tartaric acid), Cl.FC1=CC=C(C=C1)CC(CCN1CCC(=CC1)SC1=CC=C(C=C1)F)=O (1-(4-fluorophenyl)-4-{4-[(4-fluorophenyl)thio]-1,2,3,6-tetrahydro-1-pyridinyl}butanone hydrochloride), OO (hydrogen peroxide). Run at time 48 hour. As a reaction SMILES: Cl.[F:2][C:3]1[CH:8]=[CH:7][C:6]([CH2:9][C:10](=[O:27])[CH2:11][CH2:12][N:13]2[CH2:18][CH:17]=[C:16]([S:19][C:20]3[CH:25]=[CH:24][C:23]([F:26])=[CH:22][CH:21]=3)[CH2:15][CH2:14]2)=[CH:5][CH:4]=1.OO.[C:30]([OH:39])(=[O:38])[CH:31]([CH:33]([C:35]([OH:37])=[O:36])[OH:34])[OH:32]>C(O)(=O)C>[OH:34][CH:33]([CH:31]([OH:32])[C:30]([OH:39])=[O:38])[C:35]([OH:37])=[O:36].[F:2][C:3]1[CH:8]=[CH:7][C:6]([CH2:9][C:10](=[O:27])[CH2:11][CH2:12][N:13]2[CH2:14][CH:15]=[C:16]([S:19]([C:20]3[CH:21]=[CH:22][C:23]([F:26])=[CH:24][CH:25]=3)=[O:32])[CH2:17][CH2:18]2)=[CH:5][CH:4]=1 |f:0.1,5.6|. The solvent is C(C)(=O)O (acetic acid), C(C)(=O)O (acetic acid). Reaction SMILES: [CH3:1][CH2:2][N:3]([CH2:6][CH2:7][OH:8])[CH2:4][CH3:5].[H-].[Na+].Br[C:12]1[N:17]=[C:16]([C:18]([O:20][C:21]([CH3:24])([CH3:23])[CH3:22])=[O:19])[CH:15]=[CH:14][CH:13]=1>CN(C)C=O>[CH2:2]([N:3]([CH2:6][CH2:7][O:8][C:12]1[N:17]=[C:16]([C:18]([O:20][C:21]([CH3:24])([CH3:23])[CH3:22])=[O:19])[CH:15]=[CH:14][CH:13]=1)[CH2:4][CH3:5])[CH3:1] |f:1.2|. Yields the product C(C)N(CC)CCOC1=CC=CC(=N1)C(=O)OC(C)(C)C (tert-Butyl 6-(2-(N,N-diethylamino)eth-1-yloxy)picolinate). Procedure details: 1.03 g of diethylaminoethanol were introduced into 25 ml of dimethylformamide. At room temp., 0.22 g (9.26 mmol) of sodium hydride (60% suspension in white oil) was added. After stirring at room temp. for 30 minutes, a solution of 2.03 g (8.882 mmol) of tert-butyl 6-bromopicolinate in 20 ml of dimethylformamide was added dropwise. The reaction mixture was stirred at room temp. for 16 hours. After decomposition of excess sodium hydride with water, the reaction mixture was concentrated in vacuo. T... Isolated yield 25.9%. Reaction conditions: time 30 minute. Run in CN(C=O)C (dimethylformamide), CN(C=O)C (dimethylformamide). Starting materials: CCN(CC)CCO (diethylaminoethanol), BrC1=CC=CC(=N1)C(=O)OC(C)(C)C (tert-butyl 6-bromopicolinate), [H-].[Na+] (sodium hydride). The reactants are Cl (Hydrogen chloride), OC=1C=C(C(=O)CCC(=O)O)C=CC1 (3-(3-hydroxybenzoyl)propionic acid), CO (methanol), ice water. Yields the product OC=1C=C(C(=O)CCC(=O)OC)C=CC1 (methyl 3-(3-hydroxybenzoyl)propionate). Reaction SMILES: Cl.[OH:2][C:3]1[CH:4]=[C:5]([CH:13]=[CH:14][CH:15]=1)[C:6]([CH2:8][CH2:9][C:10]([OH:12])=[O:11])=[O:7].[CH3:16]O>>[OH:2][C:3]1[CH:4]=[C:5]([CH:13]=[CH:14][CH:15]=1)[C:6]([CH2:8][CH2:9][C:10]([O:12][CH3:16])=[O:11])=[O:7]. Procedure: i. Hydrogen chloride was bubbled into a gently boiling solution of 3-(3-hydroxybenzoyl)propionic acid (40 g, 0.21 mole) in dry methanol (80 ml) until esterification was complete. The solution was poured into ice-water (700 ml) and the product extracted into ether. The combined ethereal solutions were washed in turn with water and sodium bicarbonate solution, dried, and finally evaporated under reduced pressure to give methyl 3-(3-hydroxybenzoyl)propionate (41g, 96 m.p. 101.5°-103° C). On recryst... Reactants: O=C([O-])[O-], CN(C)C=O, ClCC1CC1, Cl, [K+], [K+], FC(F)(F)c1ccc(-n2nc(N3CCNCC3)c3ccccc32)cc1, O. Product: FC(F)(F)c1ccc(-n2nc(N3CCN(CC4CC4)CC3)c3ccccc32)cc1. As a reaction SMILES: [C:27](=[O:28])([O-:29])[O-:30].[CH3:39][N:40]([CH3:41])[CH:42]=[O:43].[Cl:33][CH2:34][CH:35]1[CH2:36][CH2:37]1.[ClH:1].[K+:31].[K+:32].[N:2]1([c:8]2[n:9][n:10](-[c:17]3[cH:18][cH:19][c:20]([C:23]([F:24])([F:25])[F:26])[cH:21][cH:22]3)[c:11]3[cH:12][cH:13][cH:14][cH:15][c:16]23)[CH2:3][CH2:4][NH:5][CH2:6][CH2:7]1.[OH2:38]>>[N:2]1([c:8]2[n:9][n:10](-[c:17]3[cH:18][cH:19][c:20]([C:23]([F:24])([F:25])[F:26])[cH:21][cH:22]3)[c:11]3[cH:12][cH:13][cH:14][cH:15][c:16]23)[CH2:3][CH2:4][N:5]([CH2:34][CH:35]2[CH2:36][CH2:37]2)[CH2:6][CH2:7]1. The reactants are C=CC(=O)OCCCCCCCCCCCC, CCCCCCCCON1C(C)(C)CC(=NO)CC1(C)C, CO, Cl. The product is CCCCCCCCCCCCOC(=O)CCN(O)C1CC(C)(C)N(OCCCCCCCC)C(C)(C)C1. Reaction SMILES: [C:23]([CH:24]=[CH2:25])(=[O:26])[O:27][CH2:28][CH2:29][CH2:30][CH2:31][CH2:32][CH2:33][CH2:34][CH2:35][CH2:36][CH2:37][CH2:38][CH3:39].[CH2:1]([CH2:2][CH2:3][CH2:4][CH2:5][CH2:6][CH2:7][CH3:8])[O:9][N:10]1[C:11]([CH3:20])([CH3:21])[CH2:12][C:13](=[N:18][OH:19])[CH2:14][C:15]1([CH3:16])[CH3:17].[CH3:40][OH:41].[ClH:22]>>[CH2:1]([CH2:2][CH2:3][CH2:4][CH2:5][CH2:6][CH2:7][CH3:8])[O:9][N:10]1[C:11]([CH3:20])([CH3:21])[CH2:12][CH:13]([N:18]([OH:19])[CH2:25][CH2:24][C:23](=[O:26])[O:27][CH2:28][CH2:29][CH2:30][CH2:31][CH2:32][CH2:33][CH2:34][CH2:35][CH2:36][CH2:37][CH2:38][CH3:39])[CH2:14][C:15]1([CH3:16])[CH3:17].